This data is from the Open Reaction Database (ORD), a public repository of structured organic reaction records. The task is: describe an organic reaction: reactants, conditions, products, and yield Reactants: C([O-])([O-])=O.[K+].[K+] (potassium carbonate), C(C)(C)(C)OC(=O)N[C@@H]1COC2=C(NC1=O)C=CC=C2 ((R)-3-(tert-butoxycarbonyl-amino)-2,3-dihydro-1,5-benzoxazepin-4-one), C(C)(C)C1=CC=C(CCl)C=C1 (p-isopropylbenzyl chloride), C(C)(C)(C)OC(=O)N[C@H]1COC2=C(NC1=O)C=CC=C2 ((S)-3-(tert-butoxycarbonylamino)-2,3-dihydro-1,5-benzoxazepin-4-one), C(=O)(OC(C)(C)C)N[C@H](CO)C(=O)O (N-Boc-(D)-serine), [I-].[K+] (potassium iodide). The solvent is CCCCCC.C(C)(=O)OCC (hexane ethyl acetate). The product is C(C)(C)(C)OC(=O)N[C@@H]1COC2=C(N(C1=O)CC1=CC=C(C=C1)C(C)C)C=CC=C2 ((R)-3-(tert-Butoxycarbonylamino)-5-(p-isopropylbenzyl)-2,3,4,5-tetrahydro-1,5-benzoxazepin-4-one). RXN SMILES: [C:1]([O:5][C:6]([NH:8][C@H:9]1[C:15](=[O:16])[NH:14][C:13]2[CH:17]=[CH:18][CH:19]=[CH:20][C:12]=2[O:11][CH2:10]1)=[O:7])([CH3:4])([CH3:3])[CH3:2].C(OC(N[C@@H]1C(=O)NC2C=CC=CC=2OC1)=O)(C)(C)C.C(N[C@@H](C(O)=O)CO)(OC(C)(C)C)=O.[CH:55]([C:58]1[CH:65]=[CH:64][C:61]([CH2:62]Cl)=[CH:60][CH:59]=1)([CH3:57])[CH3:56].C(=O)([O-])[O-].[K+].[K+].[I-].[K+]>CCCCCC.C(OCC)(=O)C>[C:1]([O:5][C:6]([NH:8][C@H:9]1[C:15](=[O:16])[N:14]([CH2:62][C:61]2[CH:64]=[CH:65][C:58]([CH:55]([CH3:57])[CH3:56])=[CH:59][CH:60]=2)[C:13]2[CH:17]=[CH:18][CH:19]=[CH:20][C:12]=2[O:11][CH2:10]1)=[O:7])([CH3:4])([CH3:2])[CH3:3] |f:4.5.6,7.8,9.10|. Procedure: Obtained analogously to the directions in Example 1a) starting from 4.8 g of (R)-3-(tert-butoxycarbonyl-amino)-2,3-dihydro-1,5-benzoxazepin-4-one (prepared analogously to (S)-3-(tert-butoxycarbonylamino)-2,3-dihydro-1,5-benzoxazepin-4-one, starting from N-Boc-(D)-serine), 4.4 g of p-isopropylbenzyl chloride, 2.9 g of potassium carbonate and 166 mg of potassium iodide. Rf value (eluant: hexane/ethyl acetate 4:1): 0.33. Starting materials: CC(C)=CCCC(C)=CCO, C=CC(C)(O)CCC=C(C)C, CC(C)=CCCC(C)=CCO. Yields the product CC(C)=CCCC(C)CCO. RXN SMILES: [CH3:12][C:13]([CH3:14])=[CH:15][CH2:16][CH2:17][C:18]([CH3:19])=[CH:20][CH2:21][OH:22].[CH3:1][C:2](=[CH:3][CH2:4][CH2:5][C:6]([CH:7]=[CH2:8])([OH:9])[CH3:10])[CH3:11].[CH3:23][C:24](=[CH:25][CH2:26][CH2:27][C:28](=[CH:29][CH2:30][OH:31])[CH3:32])[CH3:33]>>[CH3:12][C:13]([CH3:14])=[CH:15][CH2:16][CH2:17][CH:18]([CH3:19])[CH2:20][CH2:21][OH:22]. Starting materials: O=C([O-])[O-], CCOC(=O)c1ccc(-n2nc(C(F)(F)F)cc2O)cc1, FC(F)Cl, [K+], [K+], CN(C)C=O. Product: CCOC(=O)c1ccc(-n2nc(C(F)(F)F)cc2OC(F)F)cc1. RXN SMILES: [C:26](=[O:27])([O-:28])[O-:29].[CH2:1]([CH3:2])[O:3][C:4]([c:5]1[cH:6][cH:7][c:8](-[n:11]2[n:12][c:13]([C:17]([F:18])([F:19])[F:20])[cH:14][c:15]2[OH:16])[cH:9][cH:10]1)=[O:21].[F:22][CH:23]([Cl:24])[F:25].[K+:30].[K+:31].[O:32]=[CH:33][N:34]([CH3:35])[CH3:36]>>[CH2:1]([CH3:2])[O:3][C:4]([c:5]1[cH:6][cH:7][c:8](-[n:11]2[n:12][c:13]([C:17]([F:18])([F:19])[F:20])[cH:14][c:15]2[O:16][CH:23]([F:22])[F:25])[cH:9][cH:10]1)=[O:21]. Reactants: C(C(C)C)=O (isobutyraldehyde), NC(=O)N (urea), [OH-].[Na+] (sodium hydroxide), S(O)(O)(=O)=O (sulfuric acid). Run in C=1(C(=CC=CC1)C)C (xylene), O (water), O (water). Reaction conditions: temperature 60 celsius, time 5 hour. The product is NC(=O)N.C(C(C)C)=O (Urea isobutyraldehyde). As a reaction SMILES: [CH:1](=[O:5])[CH:2]([CH3:4])[CH3:3].[NH2:6][C:7]([NH2:9])=[O:8].S(=O)(=O)(O)O.[OH-].[Na+]>O.C1(C)C(C)=CC=CC=1>[NH2:6][C:7]([NH2:9])=[O:8].[CH:1](=[O:5])[CH:2]([CH3:4])[CH3:3] |f:3.4,7.8|. Procedure details: 864 Parts of isobutyraldehyde, 800 parts of xylene and 240 parts of urea are mixed, and heated to the boil, in a stirred flask equipped with a condenser, water separator, thermometer and dropping funnel. 50 Parts of 75% strength sulfuric acid are added dropwise in the course of about 10 minutes and the mixture is then stirred for 5 hours at the boil. The resulting water (158 parts) is removed via the water separator. During the condensation reaction, the temperature rises to 123°-125° C. The mix... The reactants are COC(C1=CC(=CC(=C1)O)Br)=O (3-bromo-5-hydroxy-benzoic acid methyl ester), B(C=1C=CC(=CC1)C)(O)O (p-tolylboronic acid), C([O-])([O-])=O.[Cs+].[Cs+] (cesium carbonate). The reagents and catalysts are C=1C=CC(=CC1)[P](C=2C=CC=CC2)(C=3C=CC=CC3)[Pd]([P](C=4C=CC=CC4)(C=5C=CC=CC5)C=6C=CC=CC6)([P](C=7C=CC=CC7)(C=8C=CC=CC8)C=9C=CC=CC9)[P](C=1C=CC=CC1)(C=1C=CC=CC1)C=1C=CC=CC1 (tetrakis(triphenylphosphine)palladium(0)). The solvent is C1(=CC=CC=C1)C (toluene), O (water). The product is OC=1C=C(C=C(C1)C1=CC=C(C=C1)C)C(=O)OC (Methyl 5-hydroxy-4′-methylbiphenyl-3-carboxylate). RXN SMILES: [CH3:1][O:2][C:3](=[O:12])[C:4]1[CH:9]=[C:8]([OH:10])[CH:7]=[C:6](Br)[CH:5]=1.B(O)(O)[C:14]1[CH:15]=[CH:16][C:17]([CH3:20])=[CH:18][CH:19]=1.C(=O)([O-])[O-].[Cs+].[Cs+]>C1(C)C=CC=CC=1.O.C1C=CC([P]([Pd]([P](C2C=CC=CC=2)(C2C=CC=CC=2)C2C=CC=CC=2)([P](C2C=CC=CC=2)(C2C=CC=CC=2)C2C=CC=CC=2)[P](C2C=CC=CC=2)(C2C=CC=CC=2)C2C=CC=CC=2)(C2C=CC=CC=2)C2C=CC=CC=2)=CC=1>[OH:10][C:8]1[CH:9]=[C:4]([C:3]([O:2][CH3:1])=[O:12])[CH:5]=[C:6]([C:14]2[CH:19]=[CH:18][C:17]([CH3:20])=[CH:16][CH:15]=2)[CH:7]=1 |f:2.3.4,^1:40,42,61,80|. Procedure details: To a stirred solution of 3-bromo-5-hydroxy-benzoic acid methyl ester (4.09 g, 17.7 mmol) and p-tolylboronic acid (2.86 g, 21 mmol) in toluene (36 mL) was added cesium carbonate (7.14 g, 22 mmol) in water (3.6 mL) at room temperature. The mixture was purged with nitrogen, and tetrakis(triphenylphosphine)palladium(0) (1.05 g, 0.906 mmol) was added. The reaction mixture was subjected to microwave irradiation at 110° C. for 1 hour. After cooling, the mixture was filtered through Celite and the filtr...